From a dataset of the Open Reaction Database (ORD), a public repository of structured organic reaction records. describe an organic reaction: reactants, conditions, products, and yield Reactants: CN1C(CC(CC1(C)C)O)(C)C (1,2,2,6,6-pentamethyl-piperidin-4-ol), ClC1=C(C=C(C=C1)O)F (4-chloro-3-fluorophenol). The product is Cl.ClC1=C(C=C(OC2CC(N(C(C2)(C)C)C)(C)C)C=C1)F (4-(4-Chloro-3-fluoro-phenoxy)-1,2,2,6,6-pentamethyl-piperidine hydrochloric acid salt). Reaction SMILES: [CH3:1][N:2]1[C:7]([CH3:9])([CH3:8])[CH2:6][CH:5]([OH:10])[CH2:4][C:3]1([CH3:12])[CH3:11].[Cl:13][C:14]1[CH:19]=[CH:18][C:17](O)=[CH:16][C:15]=1[F:21]>>[ClH:13].[Cl:13][C:14]1[CH:19]=[CH:18][C:17]([O:10][CH:5]2[CH2:6][C:7]([CH3:8])([CH3:9])[N:2]([CH3:1])[C:3]([CH3:12])([CH3:11])[CH2:4]2)=[CH:16][C:15]=1[F:21] |f:2.3|. Reported procedure: Was prepared according to method A from 1,2,2,6,6-pentamethyl-piperidin-4-ol and 4-chloro-3-fluorophenol. Mp 187.2-190.7° C. The reactants are C(C1=CC=CC=C1)N1CC2C=3C=CN=CC3C(C1)C2 (10-Benzyl-4,10-diaza-tricyclo[6.3.1.02,7]dodeca-2(7),3,5-triene), Cl.CCOC(=O)C (HCl EtOAc). Reagents/catalysts: [OH-].[OH-].[Pd+2] (Pd(OH)2/C). Solvent: CO (methanol), CO (methanol). Product: Cl.Cl.C12C=3C=NC=CC3C(CNC1)C2 (4,10-diaza-tricyclo[6.3.1.02,7]dodeca-2(7),3,5-triene dihydrochloride). Reaction SMILES: C([N:8]1[CH2:18][CH:17]2[CH2:19][CH:10]([C:11]3[CH:12]=[CH:13][N:14]=[CH:15][C:16]=32)[CH2:9]1)C1C=CC=CC=1.[ClH:20].CCOC(C)=O>CO.[OH-].[OH-].[Pd+2]>[ClH:20].[ClH:20].[CH:17]12[CH2:19][CH:10]([CH2:9][NH:8][CH2:18]1)[C:11]1[CH:12]=[CH:13][N:14]=[CH:15][C:16]2=1 |f:1.2,4.5.6,7.8.9|. Reported procedure: 10-Benzyl-4,10-diaza-tricyclo[6.3.1.02,7]dodeca-2(7),3,5-triene (900 mg, 3.6 mmol) and HCO2NH4 (4 g) were dissolved in methanol (35 mL) and treated with Pd(OH)2/C (10 wt %, 200 mg). The mixture was stirred and warmed to reflux for 2 h, cooled, filtered through Celite™ and rinsed with methanol. The filtrate was stripped, slurried in dichloromethane and filtered through a fritted-glass filter. The filtrate was concentrated and azeotroped from methanol (2×50 mL). A sample of this material was isola... As a reaction SMILES: [Br:1][c:2]1[c:3]([NH2:9])[n:4][cH:5][c:6]([Cl:8])[n:7]1.[C:33]([O-:34])(=[O:35])[CH3:36].[C:38]([O-:39])(=[O:40])[CH3:41].[CH3:10][O:11][c:12]1[cH:13][cH:14][c:15]([B:18]([OH:19])[OH:20])[cH:16][n:17]1.[CH:21]([N:22]([CH2:23][CH3:24])[CH:25]([CH3:26])[CH3:27])([CH3:28])[CH3:29].[Cl:30][CH2:31][Cl:32].[Cu+2:37]>>[Br:1][c:2]1[c:3]([NH:9][c:15]2[cH:14][cH:13][c:12]([O:11][CH3:10])[n:17][cH:16]2)[n:4][cH:5][c:6]([Cl:8])[n:7]1. The product is COc1ccc(Nc2ncc(Cl)nc2Br)cn1. Starting materials: Nc1ncc(Cl)nc1Br, CC(=O)[O-], CC(=O)[O-], COc1ccc(B(O)O)cn1, CCN(C(C)C)C(C)C, ClCCl, [Cu+2]. Starting materials: C1CNCCN1, CC(C)(C)CNc1cc(Cl)nc(NC(C)(C)C)n1. Yields the product CC(C)(C)CNc1cc(N2CCNCC2)nc(NC(C)(C)C)n1. Reaction SMILES: [CH2:19]1[CH2:20][NH:21][CH2:22][CH2:23][NH:24]1.[Cl:1][c:2]1[cH:3][c:4]([NH:13][CH2:14][C:15]([CH3:16])([CH3:17])[CH3:18])[n:5][c:6]([NH:8][C:9]([CH3:10])([CH3:11])[CH3:12])[n:7]1>>[c:2]1([N:21]2[CH2:20][CH2:19][NH:24][CH2:23][CH2:22]2)[cH:3][c:4]([NH:13][CH2:14][C:15]([CH3:16])([CH3:17])[CH3:18])[n:5][c:6]([NH:8][C:9]([CH3:10])([CH3:11])[CH3:12])[n:7]1. Reactants: N(=[N+]=[N-])C(CCCC1=C(C(=O)OC)C=CC=C1)CC1=CC=CC=C1 (Methyl 2-(4-azido-5-phenylpentyl)benzoate). The reagents and catalysts are [Pd] (Pd/C). Solvent: CO (MeOH). The product is NC(CCCC1=C(C(=O)OC)C=CC=C1)CC1=CC=CC=C1 (Methyl 2-(4-amino-5-phenylpentyl)benzoate). RXN SMILES: [N:1]([CH:4]([CH2:18][C:19]1[CH:24]=[CH:23][CH:22]=[CH:21][CH:20]=1)[CH2:5][CH2:6][CH2:7][C:8]1[CH:17]=[CH:16][CH:15]=[CH:14][C:9]=1[C:10]([O:12][CH3:13])=[O:11])=[N+]=[N-]>CO.[Pd]>[NH2:1][CH:4]([CH2:18][C:19]1[CH:24]=[CH:23][CH:22]=[CH:21][CH:20]=1)[CH2:5][CH2:6][CH2:7][C:8]1[CH:17]=[CH:16][CH:15]=[CH:14][C:9]=1[C:10]([O:12][CH3:13])=[O:11]. Procedure details: A solution of 30f (crude 7.7 mmol) in MeOH (40 mL) was hydrogenated using 10% Pd/C (817 mg, 0.77 mmol) as catalyst at atmospheric pressure overnight. The catalyst was removed by filtration, and the solution was evaporated at reduced pressure to afford the crude desired product as yellow oil, which was used without further purification in the next step. Starting materials: C(C)(C)(C)OC(=O)N([C@@H](CC1=CC=CC=C1)C=O)CC1=CC=CC=C1 (N-(t-butoxycarbonyl)-N-benzyl-L-phenylalaninal), CC(C)([O-])C.[K+] (potassium t-butoxide), [I-].C[S+](C)C (trimethylsulfonium iodide). Run in C(C)#N (acetonitrile), C(C)#N (acetonitrile), O (water). Reaction conditions: time 1 hour. Product: C(C)(C)(C)OC(=O)N(CC1=CC=CC=C1)[C@H]([C@H]1CO1)CC1=CC=CC=C1 (3(S)-[N-(t-butoxycarbonyl)-N-benzylamino]-1,2-(S)-epoxy-4-phenylbutane). Isolated yield 99.7%. RXN SMILES: [I-].C[S+](C)C.[CH3:6]C(C)([O-])C.[K+].[C:12]([O:16][C:17]([N:19]([CH2:30][C:31]1[CH:36]=[CH:35][CH:34]=[CH:33][CH:32]=1)[C@H:20]([CH:28]=[O:29])[CH2:21][C:22]1[CH:27]=[CH:26][CH:25]=[CH:24][CH:23]=1)=[O:18])([CH3:15])([CH3:14])[CH3:13]>C(#N)C.O>[C:12]([O:16][C:17]([N:19]([C@@H:20]([CH2:21][C:22]1[CH:23]=[CH:24][CH:25]=[CH:26][CH:27]=1)[C@@H:28]1[O:29][CH2:6]1)[CH2:30][C:31]1[CH:32]=[CH:33][CH:34]=[CH:35][CH:36]=1)=[O:18])([CH3:15])([CH3:13])[CH3:14] |f:0.1,2.3|. Reported procedure: To a suspension of 0.90 g (4.42 mmoles) of trimethylsulfonium iodide in 18 mL of acetonitrile was added 0.495 g (4.42 mmoles) of potassium t-butoxide. A solution of 1.0 g (2.95 mmoles) of N-(t-butoxycarbonyl)-N-benzyl-L-phenylalaninal in 7 mL of acetonitrile was added and the mixture was stirred at room temperature for one hour. The mixture was diluted with 80 mL of water and extracted twice with 80 mL of ethyl acetate. The organic layers were combined and washed with 100 mL water, 30 mL brine, ...